This data is from the Open Reaction Database (ORD), a public repository of structured organic reaction records. The task is: describe an organic reaction: reactants, conditions, products, and yield The reactants are OS(=O)(=O)O (H2SO4), C(CC(=O)OC)(=O)OC (dimethyl malonate), C(CCCCCCCCCCCCCCC)O (hexadecanol), C(CC(=O)OC)(=O)OC (dimethyl malonate), C(C)OC(C)=O.CCCCCC (ethylacetate hexane). Run in ClCCl (dichloromethane). Product: C(CC(=O)OCCCCCCCCCCCCCCCC)(=O)OCCCCCCCCCCCCCCCC (dihexadecyl malonate). RXN SMILES: OS(O)(=O)=O.[C:6]([O:13][CH3:14])(=[O:12])[CH2:7][C:8]([O:10][CH3:11])=[O:9].C(O)[CH2:16][CH2:17][CH2:18][CH2:19][CH2:20][CH2:21][CH2:22][CH2:23][CH2:24][CH2:25][CH2:26][CH2:27][CH2:28][CH2:29][CH3:30].C(O[C:35](=O)[CH3:36])C.[CH3:38][CH2:39][CH2:40][CH2:41][CH2:42][CH3:43]>ClCCl>[C:6]([O:13][CH2:14][CH2:30][CH2:29][CH2:28][CH2:27][CH2:26][CH2:25][CH2:24][CH2:23][CH2:22][CH2:21][CH2:20][CH2:19][CH2:18][CH2:17][CH3:16])(=[O:12])[CH2:7][C:8]([O:10][CH2:11][CH2:38][CH2:39][CH2:40][CH2:41][CH2:42][CH2:43][CH2:16][CH2:17][CH2:18][CH2:19][CH2:20][CH2:21][CH2:22][CH2:35][CH3:36])=[O:9] |f:3.4|. Procedure: H2SO4 (conc) (0.1 mL, 0.0036 mol % was slowly added to a mixture of dimethyl malonate (2 g, 0.015 mol) and hexadecanol (15 mL, 0.061 mol) and the mixture was heated at reflux until all dimethyl malonate was converted according to TLC (approximately 4 days). The product mixture was dissolved in dichloromethane (DCM), extracted with water (3 times) and dried over MgSO4. An analytically pure sample was obtained by column chromatography on silica gel using a 1:9 mixture of ethylacetate/hexane. Yield... Starting materials: F[B-](F)(F)F, CCOC1=[N+](Cc2ccccc2)CCC1, C[Si](C)(C)[N-][Si](C)(C)C, [Li+], C1CCOC1, COC(=O)Cc1ccccc1. Product: COC(=O)C(=C1CCCN1Cc1ccccc1)c1ccccc1. As a reaction SMILES: [B-:22]([F:23])([F:24])([F:25])[F:26].[CH2:27]([c:28]1[cH:29][cH:30][cH:31][cH:32][cH:33]1)[N+:34]1=[C:38]([O:39][CH2:40][CH3:41])[CH2:37][CH2:36][CH2:35]1.[CH3:1][Si:2]([CH3:3])([CH3:4])[N-:5][Si:6]([CH3:7])([CH3:8])[CH3:9].[Li+:10].[O:42]1[CH2:43][CH2:44][CH2:45][CH2:46]1.[c:11]1([CH2:17][C:18](=[O:19])[O:20][CH3:21])[cH:12][cH:13][cH:14][cH:15][cH:16]1>>[c:11]1([C:17]([C:18](=[O:19])[O:20][CH3:21])=[C:38]2[N:34]([CH2:27][c:28]3[cH:29][cH:30][cH:31][cH:32][cH:33]3)[CH2:35][CH2:36][CH2:37]2)[cH:12][cH:13][cH:14][cH:15][cH:16]1.